From a dataset of the Open Reaction Database (ORD), a public repository of structured organic reaction records. describe an organic reaction: reactants, conditions, products, and yield The reactants are ClC1=CC=C(C=C1)C1C(=O)OC(C1)=O ((4-chlorophenyl)-succinic anhydride), Schiff base, COC=1C=C(C=O)C=CC1 (3-methoxybenzaldehyde), C(C)N (ethylamine). Run in C=1(C(=CC=CC1)C)C (xylene). Conditions: temperature 0 celsius. Product: ClC1=CC=C(C=C1)C1(CC(N(C1C1=CC(=CC=C1)OC)CC)=O)C(=O)O (4-(4-Chlorophenyl)-1-ethyl-5-(3-methoxyphenyl)pyrrolidine-2-one-4-carboxylic acid). RXN SMILES: [Cl:1][C:2]1[CH:7]=[CH:6][C:5]([CH:8]2[CH2:13][C:12](=[O:14])[O:11][C:9]2=[O:10])=[CH:4][CH:3]=1.[CH3:15][O:16][C:17]1[CH:18]=[C:19]([CH:22]=[CH:23][CH:24]=1)[CH:20]=O.[CH2:25]([NH2:27])[CH3:26]>C1(C)C(C)=CC=CC=1>[Cl:1][C:2]1[CH:7]=[CH:6][C:5]([C:8]2([C:9]([OH:11])=[O:10])[CH:20]([C:19]3[CH:22]=[CH:23][CH:24]=[C:17]([O:16][CH3:15])[CH:18]=3)[N:27]([CH2:25][CH3:26])[C:12](=[O:14])[CH2:13]2)=[CH:4][CH:3]=1. Procedure: 8.13 g of (4-chlorophenyl)-succinic anhydride (0.0386 mole) and 6.3 g (0.0386 mole) of Schiff base, prepared from 3-methoxybenzaldehyde and ethylamine, are refluxed in 100 ml of xylene at 140° C. for 12 hr. After cooling to 0° C. the solid is collected and washed with xylene and ether: 11.5 g (84%) of title compound mp 153°-6° C. (diastereoisomeric mixture). The reactants are ClC1=C(N2C(CC2C1)=O)C(=O)[O-].[Na+] (sodium 3-chloro-1-azabicyclo[3.2.0]hept-2-en-7-one-2-carboxylate), C(C)(C)(C)C1=CC=C(CBr)C=C1 (p-(t-butyl)benzyl bromide), CN(P(=O)(N(C)C)N(C)C)C (hexamethylphosphoramide). Run in C1(=CC=CC=C1)C (toluene). Conditions: time 2.5 hour. The product is ClC1=C(N2C(CC2C1)=O)C(=O)OCC1=CC=C(C=C1)C(C)(C)C (p-(t-butyl)benzyl 3-chloro-1-azabicyclo[3.2.0]hept-2-en-7-one-2-carboxylate). Reaction SMILES: [Cl:1][C:2]1[CH2:8][CH:7]2[N:4]([C:5](=[O:9])[CH2:6]2)[C:3]=1[C:10]([O-:12])=[O:11].[Na+].[C:14]([C:18]1[CH:25]=[CH:24][C:21]([CH2:22]Br)=[CH:20][CH:19]=1)([CH3:17])([CH3:16])[CH3:15].CN(C)P(N(C)C)(N(C)C)=O>C1(C)C=CC=CC=1>[Cl:1][C:2]1[CH2:8][CH:7]2[N:4]([C:5](=[O:9])[CH2:6]2)[C:3]=1[C:10]([O:12][CH2:22][C:21]1[CH:24]=[CH:25][C:18]([C:14]([CH3:17])([CH3:16])[CH3:15])=[CH:19][CH:20]=1)=[O:11] |f:0.1|. Procedure: A mixture of sodium 3-chloro-1-azabicyclo[3.2.0]hept-2-en-7-one-2-carboxylate (20 mg), p-(t-butyl)benzyl bromide (34 mg), and anhydrous hexamethylphosphoramide (0.4 ml) is stirred under a nitrogen atmosphere at room temperature for 2.5 hrs. The mixture is diluted with toluene (5 ml), washed with water (5×2 ml) and brine, dried with MgSO4, filtered, and concentrated in vacuo. Chromatography of the residue on a silica gel plate yields p-(t-butyl)benzyl 3-chloro-1-azabicyclo[3.2.0]hept-2-en-7-one-2... Reactants: O=C([O-])[O-], CCOC(=O)C(Br)C1CCCCC1, CN(C)C=O, CCOC(C)=O, Fc1cc2nc(-c3ccc(Cl)cc3)[nH]c2cc1F, [Cs+], [Cs+], O. The product is CCOC(=O)C(C1CCCCC1)n1c(-c2ccc(Cl)cc2)nc2cc(F)c(F)cc21. RXN SMILES: [C:37](=[O:38])([O-:39])[O-:40].[CH2:24]([CH3:25])[O:26][C:27]([CH:28]([CH:29]1[CH2:30][CH2:31][CH2:32][CH2:33][CH2:34]1)[Br:35])=[O:36].[CH3:19][N:20]([CH3:21])[CH:22]=[O:23].[CH3:43][CH2:44][O:45][C:46](=[O:47])[CH3:48].[Cl:1][c:2]1[cH:3][cH:4][c:5](-[c:8]2[n:9][c:10]3[c:11]([nH:12]2)[cH:13][c:14]([F:18])[c:15]([F:17])[cH:16]3)[cH:6][cH:7]1.[Cs+:41].[Cs+:42].[OH2:49]>>[Cl:1][c:2]1[cH:3][cH:4][c:5](-[c:8]2[n:9][c:10]3[c:11]([n:12]2[CH:28]([C:27]([O:26][CH2:24][CH3:25])=[O:36])[CH:29]2[CH2:30][CH2:31][CH2:32][CH2:33][CH2:34]2)[cH:13][c:14]([F:18])[c:15]([F:17])[cH:16]3)[cH:6][cH:7]1.